This data is from the Open Reaction Database (ORD), a public repository of structured organic reaction records. The task is: describe an organic reaction: reactants, conditions, products, and yield Starting materials: COC(=O)c1cocc1C(=O)O, ClC(Cl)Cl, Nc1cccc(SC(F)(F)F)c1. Yields the product COC(=O)c1cocc1C(=O)Nc1cccc(SC(F)(F)F)c1. Reaction SMILES: [CH3:1][O:2][C:3](=[O:4])[c:5]1[c:6]([C:10](=[O:11])[OH:12])[cH:7][o:8][cH:9]1.[Cl:25][CH:26]([Cl:27])[Cl:28].[F:13][C:14]([S:15][c:16]1[cH:17][c:18]([NH2:19])[cH:20][cH:21][cH:22]1)([F:23])[F:24]>>[CH3:1][O:2][C:3](=[O:4])[c:5]1[c:6]([C:10](=[O:12])[NH:19][c:18]2[cH:17][c:16]([S:15][C:14]([F:13])([F:23])[F:24])[cH:22][cH:21][cH:20]2)[cH:7][o:8][cH:9]1. Starting materials: ClC1=C(C(=O)OC)C=CC(=N1)Cl (methyl 2,6-dichloronicotinate), FC1=CC=C(C=C1)[C@H](C)N ((S)-(−)-1-(4-fluorophenyl)ethylamine), C(C)(C)N(CC)C(C)C (diisopropylethylamine). Reagents/catalysts: CN(C1=CC=NC=C1)C (4-dimethylaminopyridine). Solvent: CN(C=O)C (dimethylformamide), C(C)(=O)OCC (ethyl acetate). Reaction conditions: temperature 60 celsius, time 24 hour. The product is ClC1=NC(=C(C(=O)OC)C=C1)N[C@@H](C)C1=CC=C(C=C1)F (Methyl (S)-6-chloro-2-[1-(4-fluorophenyl)ethylamino]nicotinate). Yield: 37.8%. RXN SMILES: Cl[C:2]1[N:11]=[C:10]([Cl:12])[CH:9]=[CH:8][C:3]=1[C:4]([O:6][CH3:7])=[O:5].[F:13][C:14]1[CH:19]=[CH:18][C:17]([C@@H:20]([NH2:22])[CH3:21])=[CH:16][CH:15]=1.C(N(C(C)C)CC)(C)C>CN(C)C=O.CN(C)C1C=CN=CC=1.C(OCC)(=O)C>[Cl:12][C:10]1[CH:9]=[CH:8][C:3]([C:4]([O:6][CH3:7])=[O:5])=[C:2]([NH:22][C@H:20]([C:17]2[CH:18]=[CH:19][C:14]([F:13])=[CH:15][CH:16]=2)[CH3:21])[N:11]=1. Procedure: 5.0 g of methyl 2,6-dichloronicotinate was dissolved in ml of dimethylformamide, and 4.39 g of (S)-(−)-1-(4-fluorophenyl)ethylamine, 6.27 g of diisopropylethylamine and 150 mg of 4-dimethylaminopyridine were added thereto, and the mixture was stirred at 60° C. for 24 hours. The reaction solution was cooled, and then diluted with ethyl acetate, and washed in turn with water and brine, and the organic layer was dried over magnesium sulfate. The solvent was distilled off under reduced pressure, and... Reactants: ClC(=O)OC (methyl chloroformate), 46.8, [OH-].[K+] (potassium hydroxide), O (water), 113.8, Cl.C(CC(C)C)(=N)N (isovaleramidine hydrochloride). Solvent: C(Cl)Cl (methylene chloride). Yields the product 123, COC(=O)NC(CC(C)C)=N (N-methoxycarbonylisovaleramidine). The yield is 93.3%. As a reaction SMILES: Cl[C:2]([O:4][CH3:5])=[O:3].[OH-].[K+].O.Cl.[C:10]([NH2:16])(=[NH:15])[CH2:11][CH:12]([CH3:14])[CH3:13]>C(Cl)Cl>[CH3:5][O:4][C:2]([NH:16][C:10](=[NH:15])[CH2:11][CH:12]([CH3:14])[CH3:13])=[O:3] |f:1.2,4.5|. Procedure details: 78.8 parts of methyl chloroformate and a mixture of 46.8 parts of potassium hydroxide in 215 parts of water are added via two inlets to a mixture of 113.8 parts of isovaleramidine hydrochloride in 530 parts of methylene chloride, at from 0° to 10° C., in the course of 25 minutes, while stirring. The mixture is stirred at 25° C. for 30 minutes, the phases are separated and the aqueous phase is extracted once with methylene chloride. The solvent is removed from the organic extract to give 123 part... Reactants: ClC1=CC=CC(=C1C(=O)O)OC1=NC(=CC(=N1)OC)OC (6-chloro-2-(4,6-dimethoxypyrimidin-2-yloxy)benzoic acid), [N+](=O)([O-])C1=CC=C(C=C1)O (4-nitrophenol), C1(CCCCC1)N=C=NC1CCCCC1 (dicyclohexylcarbodiimide). Solvent: C(Cl)Cl (methylene chloride). Conditions: temperature 0 celsius, time 30 minute. Product: ClC1=CC=CC(=C1C(=O)OC1=CC=C(C=C1)[N+](=O)[O-])OC1=NC(=CC(=N1)OC)OC (4-nitrophenyl 6-chloro-2-(4,6-dimethoxypyrimidin-2-yloxy)benzoate). Yield: 73.6%. Reaction SMILES: [Cl:1][C:2]1[C:7]([C:8]([OH:10])=[O:9])=[C:6]([O:11][C:12]2[N:17]=[C:16]([O:18][CH3:19])[CH:15]=[C:14]([O:20][CH3:21])[N:13]=2)[CH:5]=[CH:4][CH:3]=1.[N+:22]([C:25]1[CH:30]=[CH:29][C:28](O)=[CH:27][CH:26]=1)([O-:24])=[O:23].C1(N=C=NC2CCCCC2)CCCCC1>C(Cl)Cl>[Cl:1][C:2]1[C:7]([C:8]([O:10][C:28]2[CH:29]=[CH:30][C:25]([N+:22]([O-:24])=[O:23])=[CH:26][CH:27]=2)=[O:9])=[C:6]([O:11][C:12]2[N:13]=[C:14]([O:20][CH3:21])[CH:15]=[C:16]([O:18][CH3:19])[N:17]=2)[CH:5]=[CH:4][CH:3]=1. Procedure: To a stirred solution of 5.4 grams (0.017 mole) of 6-chloro-2-(4,6-dimethoxypyrimidin-2-yloxy)benzoic acid in 25 mL of methylene chloride was added 2.4 grams (0.017 mole) of 4-nitrophenol. The reaction mixture was cooled to 0° C., and 3.5 grams (0.017 mole) of dicyclohexylcarbodiimide was added. Upon completion of addition, the reaction mixture was stirred at 0° C. for 30 minutes, and then it was warmed to ambient temperature where it was stirred for an additional two hours. The reaction mixture... Reactants: CCN, CCCNC1CCC2(CC1)OCCO2. Product: CCNC1CCC2(CC1)OCCO2. Reaction SMILES: [CH3:15][CH2:16][NH2:17].[O:1]1[CH2:2][CH2:3][O:4][C:5]12[CH2:6][CH2:7][CH:8]([NH:11][CH2:12][CH2:13][CH3:14])[CH2:9][CH2:10]2>>[O:1]1[CH2:2][CH2:3][O:4][C:5]12[CH2:6][CH2:7][CH:8]([NH:11][CH2:12][CH3:13])[CH2:9][CH2:10]2. The reactants are CCN(C(C)C)C(C)C, COc1ccc(CN2Cc3c(F)c(Cl)nc(Cl)c3C2=O)c(OC)c1, CC(C)(C)OC(=O)NC1CCCCC1N. The product is COc1ccc(CN2Cc3c(F)c(NC4CCCCC4NC(=O)OC(C)(C)C)nc(Cl)c3C2=O)c(OC)c1. Reaction SMILES: [CH:40]([N:41]([CH2:42][CH3:43])[CH:44]([CH3:45])[CH3:46])([CH3:47])[CH3:48].[Cl:1][c:2]1[n:3][c:4]([Cl:24])[c:5]([F:23])[c:6]2[c:7]1[C:8](=[O:22])[N:9]([CH2:11][c:12]1[c:13]([O:20][CH3:21])[cH:14][c:15]([O:18][CH3:19])[cH:16][cH:17]1)[CH2:10]2.[NH2:25][CH:26]1[CH:27]([NH:32][C:33]([O:34][C:35]([CH3:36])([CH3:37])[CH3:38])=[O:39])[CH2:28][CH2:29][CH2:30][CH2:31]1>>[Cl:1][c:2]1[n:3][c:4]([NH:25][CH:26]2[CH:27]([NH:32][C:33]([O:34][C:35]([CH3:36])([CH3:37])[CH3:38])=[O:39])[CH2:28][CH2:29][CH2:30][CH2:31]2)[c:5]([F:23])[c:6]2[c:7]1[C:8](=[O:22])[N:9]([CH2:11][c:12]1[c:13]([O:20][CH3:21])[cH:14][c:15]([O:18][CH3:19])[cH:16][cH:17]1)[CH2:10]2. Reactants: [C-]#N, CN(C)C=O, COc1ccc(Br)cc1C(C)(C)C=O, CCOCC, [Cl-], Cl, O. Yields the product COc1ccc(C#N)cc1C(C)(C)C=O. Reaction SMILES: [C-:15]#[N:16].[CH3:17][N:18]([CH3:19])[CH:20]=[O:21].[CH3:1][O:2][c:3]1[c:4]([C:10]([CH:11]=[O:12])([CH3:13])[CH3:14])[cH:5][c:6]([Br:9])[cH:7][cH:8]1.[CH3:25][CH2:26][O:27][CH2:28][CH3:29].[Cl-:22].[ClH:24].[OH2:23]>>[CH3:1][O:2][c:3]1[c:4]([C:10]([CH:11]=[O:12])([CH3:13])[CH3:14])[cH:5][c:6]([C:17]#[N:18])[cH:7][cH:8]1. Starting materials: ClC1=NC2=CC=C(C=C2C(=C1)C1=C(C=CC=C1F)F)Cl (2,6-dichloro-4-(2,6-difluorophenyl)quinoline), O.NN (hydrazine hydrate). Product: ClC=1C=C2C(=CC(=NC2=CC1)NN)C1=C(C=CC=C1F)F (6-chloro-4-(2,6-difluorophenyl)-2-hydrazinoquinoline). Procedure details: In the manner given in Example 1, 2,6-dichloro-4-(2,6-difluorophenyl)quinoline is reacted at reflux with hydrazine hydrate to give 6-chloro-4-(2,6-difluorophenyl)-2-hydrazinoquinoline. Reaction SMILES: Cl[C:2]1[CH:11]=[C:10]([C:12]2[C:17]([F:18])=[CH:16][CH:15]=[CH:14][C:13]=2[F:19])[C:9]2[C:4](=[CH:5][CH:6]=[C:7]([Cl:20])[CH:8]=2)[N:3]=1.O.[NH2:22][NH2:23]>>[Cl:20][C:7]1[CH:8]=[C:9]2[C:4](=[CH:5][CH:6]=1)[N:3]=[C:2]([NH:22][NH2:23])[CH:11]=[C:10]2[C:12]1[C:17]([F:18])=[CH:16][CH:15]=[CH:14][C:13]=1[F:19] |f:1.2|. Reactants: C(C)(C)(C)OC(N[C@@H](C(C)C)C(NCC1=CC(=C(C=C1)F)C1CCN(CC1)C(=O)C1=CN(C2=C(C=CC(=C12)OC(F)(F)F)F)CCOC)=O)=O ([(S)-1-(4-fluoro-3-{1-[7-fluoro-1-(2-methoxy-ethyl)-4-trifluoromethoxy-1H-indole-3-carbonyl]-piperidin-4-yl}-benzylcarbamoyl)-2-methyl-propyl]-carbamic acid tert-butyl ester), Cl (HCl). The solvent is CCOCC (ether), CCOCC (ether). Run at time 8 hour. The product is Cl.N[C@H](C(=O)NCC1=CC(=C(C=C1)F)C1CCN(CC1)C(=O)C1=CN(C2=C(C=CC(=C12)OC(F)(F)F)F)CCOC)C(C)C ((S)-2-Amino-N-(4-fluoro-3-{1-[7-fluoro-1-(2-methoxy-ethyl)-4-trifluoromethoxy-1H-indole-3-carbonyl]-piperidin-4-yl}-benzyl)-3-methyl-butyramide hydrochloride). Isolated yield 82.0%. RXN SMILES: C(OC(=O)[NH:7][C@H:8]([C:12](=[O:49])[NH:13][CH2:14][C:15]1[CH:20]=[CH:19][C:18]([F:21])=[C:17]([CH:22]2[CH2:27][CH2:26][N:25]([C:28]([C:30]3[C:38]4[C:33](=[C:34]([F:44])[CH:35]=[CH:36][C:37]=4[O:39][C:40]([F:43])([F:42])[F:41])[N:32]([CH2:45][CH2:46][O:47][CH3:48])[CH:31]=3)=[O:29])[CH2:24][CH2:23]2)[CH:16]=1)[CH:9]([CH3:11])[CH3:10])(C)(C)C.[ClH:51]>CCOCC>[ClH:51].[NH2:7][C@@H:8]([CH:9]([CH3:11])[CH3:10])[C:12]([NH:13][CH2:14][C:15]1[CH:20]=[CH:19][C:18]([F:21])=[C:17]([CH:22]2[CH2:27][CH2:26][N:25]([C:28]([C:30]3[C:38]4[C:33](=[C:34]([F:44])[CH:35]=[CH:36][C:37]=4[O:39][C:40]([F:41])([F:42])[F:43])[N:32]([CH2:45][CH2:46][O:47][CH3:48])[CH:31]=3)=[O:29])[CH2:24][CH2:23]2)[CH:16]=1)=[O:49] |f:3.4|. Reported procedure: To a solution of [(S)-1-(4-fluoro-3-{1-[7-fluoro-1-(2-methoxy-ethyl)-4-trifluoromethoxy-1H-indole-3-carbonyl]-piperidin-4-yl}-benzylcarbamoyl)-2-methyl-propyl]-carbamic acid tert-butyl ester (0.35 g, 0.49 mmol) in ether (20 mL) was added 2M HCl in ether (10 mL, 20.0 mmol). The reaction mixture was stirred at rt overnight. The resulting precipitate was collected to give the titled compound (260 mg, 82%). 1H NMR (300 MHz, DMSO-d6) δ 9.0 (m, 1H), 8.3 (bs, 2H), 7.7 (s, 1H), 7.3-7.0 (m, 5H), 4.5 (m, ... The reactants are C(CC)OC(NCCCN(C)C)=O (N-(dimethylaminopropyl)-carbamic acid propylester), C(C1=CC=CC=C1)(=O)O (benzoic acid). Run in CCOCC (ether), O1CCCC1 (tetrahydrofurane). Conditions: time 2 hour. Product: C(C1=CC=CC=C1)(=O)[O-].C(CC)OC(NCCC[NH+](C)C)=O (N-(3-dimethylammoniopropyl)-carbamic acid propylester benzoate). As a reaction SMILES: [CH2:1]([O:4][C:5](=[O:13])[NH:6][CH2:7][CH2:8][CH2:9][N:10]([CH3:12])[CH3:11])[CH2:2][CH3:3].[C:14]([OH:22])(=[O:21])[C:15]1[CH:20]=[CH:19][CH:18]=[CH:17][CH:16]=1>CCOCC.O1CCCC1>[C:14]([O-:22])(=[O:21])[C:15]1[CH:20]=[CH:19][CH:18]=[CH:17][CH:16]=1.[CH2:1]([O:4][C:5](=[O:13])[NH:6][CH2:7][CH2:8][CH2:9][NH+:10]([CH3:11])[CH3:12])[CH2:2][CH3:3] |f:4.5|. Procedure details: 14.1 g (0.075 mole) of N-(dimethylaminopropyl)-carbamic acid propylester are dissolved in 200 ml of ether. While stirring, 9.15 g (0.075 mole) of benzoic acid in 30 ml of tetrahydrofurane are added in drops. Agitation is continued for 2 hours, the solvent is distilled, and the oil dried in vacuum. One obtains 23.1 g (99.4% of the theory) of nD20 = 1.5070.